Dataset: the Open Reaction Database (ORD), a public repository of structured organic reaction records. Task: describe an organic reaction: reactants, conditions, products, and yield The reactants are OC=1C=C(C=O)C=C(C1O)Cl (3,4-dihydroxy-5-chlorobenzaidehyde), CC(CC(C)=O)=O (2,4-pentanedione), N1CCCCC1 (piperidine), C(C)(=O)O (acetic acid). The solvent is C(C)(=O)OCCCC (1-butyl acetate). Yields the product OC=1C=C(C=C(C1O)Cl)C=C(C(C)=O)C(C)=O (3-[(3,4-Dihydroxy-5-chlorophenyl)methylene]-2,4-pentanedione). RXN SMILES: [OH:1][C:2]1[CH:3]=[C:4]([CH:7]=[C:8]([Cl:11])[C:9]=1[OH:10])[CH:5]=O.[CH3:12][C:13](=[O:18])[CH2:14][C:15](=[O:17])[CH3:16].N1CCCCC1.C(O)(=O)C>C(OCCCC)(=O)C>[OH:1][C:2]1[CH:3]=[C:4]([CH:5]=[C:14]([C:13](=[O:18])[CH3:12])[C:15](=[O:17])[CH3:16])[CH:7]=[C:8]([Cl:11])[C:9]=1[OH:10]. Procedure: A mixture containing 3.45 g of 3,4-dihydroxy-5-chlorobenzaidehyde, 3.0 ml of 2,4-pentanedione, 0.3 ml of piperidine and 1.0 ml of acetic acid in 100 ml of 1-butyl acetate was refluxed for 2 h with Dean-Stark separator. The solution was filtered and the solvent was evaporated in vacuo. The residue was crystallized from 1-propanol. Yield 0.46 g, mp 167°-171° C. Starting materials: ClC=1N=NC(=CN1)C1=C(C=CC=C1)Cl (3-chloro-6-(o-chlorophenyl)-1,2,4-triazine), O.NN (hydrazine hydrate). The solvent is N1=CC=CC=C1 (pyridine). Product: ClC1=C(C=CC=C1)C1=CN=C(N=N1)NN (6-(o-chlorophenyl)-3-hydrazino-1,2,4-triazine). As a reaction SMILES: Cl[C:2]1[N:3]=[N:4][C:5]([C:8]2[CH:13]=[CH:12][CH:11]=[CH:10][C:9]=2[Cl:14])=[CH:6][N:7]=1.O.[NH2:16][NH2:17]>N1C=CC=CC=1>[Cl:14][C:9]1[CH:10]=[CH:11][CH:12]=[CH:13][C:8]=1[C:5]1[N:4]=[N:3][C:2]([NH:16][NH2:17])=[N:7][CH:6]=1 |f:1.2|. Procedure details: A solution of 19.8 g. of 3-chloro-6-(o-chlorophenyl)-1,2,4-triazine in 120 ml. of pyridine is treated with 15 g. of hydrazine hydrate as described in Example 12, giving 6-(o-chlorophenyl)-3-hydrazino-1,2,4-triazine as yellow needles. The reactants are C(C)(=O)N[C@H](C(=O)N[C@H](C(=O)NCCCCC)CC1=CC(=CC=C1)CN1S(N(C(C1)=O)CC1=CC=C(C=C1)OC)(=O)=O)CC1=CC=CC=C1 ((S)-2-((S)-2-acetylamino-3-phenyl-propionylamino)-3-{3-[5-(4-methoxy-benzyl)-1,1,4-trioxo-1,2,5-thiadiazolidin-2-ylmethyl]-phenyl}-N-pentyl-propionamide), C(C)(C)(C)[SiH](C)C (t-butyl-dimethylsilane). Solvent: C(=O)(C(F)(F)F)O (TFA). Reaction conditions: temperature 80 celsius, time 7 minute. The product is C(C)(=O)N[C@H](C(=O)N[C@@H](CC1=CC(=CC=C1)CN1S(NC(C1)=O)(=O)=O)C(NCCCCC)=O)CC1=CC=CC=C1 ((S)-2-acetylamino-N-{(S)-1-pentylcarbamoyl-2-[3-(1,1,4-trioxo-1,2,5-thiadiazolidin-2-ylmethyl)-phenyl]-ethyl}-3-phenyl-propionamide). As a reaction SMILES: [C:1]([NH:4][C@@H:5]([CH2:43][C:44]1[CH:49]=[CH:48][CH:47]=[CH:46][CH:45]=1)[C:6]([NH:8][C@@H:9]([CH2:18][C:19]1[CH:24]=[CH:23][CH:22]=[C:21]([CH2:25][N:26]2[CH2:30][C:29](=[O:31])[N:28](CC3C=CC(OC)=CC=3)[S:27]2(=[O:42])=[O:41])[CH:20]=1)[C:10]([NH:12][CH2:13][CH2:14][CH2:15][CH2:16][CH3:17])=[O:11])=[O:7])(=[O:3])[CH3:2].C([SiH](C)C)(C)(C)C>C(O)(C(F)(F)F)=O>[C:1]([NH:4][C@@H:5]([CH2:43][C:44]1[CH:45]=[CH:46][CH:47]=[CH:48][CH:49]=1)[C:6]([NH:8][C@H:9]([C:10](=[O:11])[NH:12][CH2:13][CH2:14][CH2:15][CH2:16][CH3:17])[CH2:18][C:19]1[CH:24]=[CH:23][CH:22]=[C:21]([CH2:25][N:26]2[CH2:30][C:29](=[O:31])[NH:28][S:27]2(=[O:42])=[O:41])[CH:20]=1)=[O:7])(=[O:3])[CH3:2]. Procedure details: The title H compound, (S)-2-((S)-2-acetylamino-3-phenyl-propionylamino)-3-{3-[5-(4-methoxy-benzyl)-1,1,4-trioxo-1,2,5-thiadiazolidin-2-ylmethyl]-phenyl}-N-pentyl-propionamide (77 mg, 0.111 mmol) is dissolved in TFA (2.2 mL) containing t-butyl-dimethylsilane (0.055 mL, 0.33 mmol) and heated at 80° C. for 3.75 h. The reaction is concentrated under nitrogen stream and the resulting tan solid is taken up in 60% MeCN in water. Water (1 mL) is added, and the mixture is filtered through a 0.1 micron Ac... The reactants are C(C1=CC=CC=C1)OC1=CC(=C(C=C1)B(O)O)OC(F)(F)F ((4-(Benzyloxy)-2-(trifluoromethoxy)phenyl)boronic acid), ClC1=CC=C(N=N1)N(C1CC(NC(C1)(C)C)(C)C)C (6-chloro-N-methyl-N-(2,2,6,6-tetramethylpiperidin-4-yl)pyridazin-3-amine). Product: C(C1=CC=CC=C1)OC1=CC(=C(C=C1)C1=CC=C(N=N1)N(C1CC(NC(C1)(C)C)(C)C)C)OC(F)(F)F (6-(4-(benzyloxy)-2-(trifluoromethoxy)phenyl)-N-methyl-N-(2,2,6,6-tetramethylpiperidin-4-yl)pyridazin-3-amine), solid. Yield: 90.0%. As a reaction SMILES: [CH2:1]([O:8][C:9]1[CH:14]=[CH:13][C:12](B(O)O)=[C:11]([O:18][C:19]([F:22])([F:21])[F:20])[CH:10]=1)[C:2]1[CH:7]=[CH:6][CH:5]=[CH:4][CH:3]=1.Cl[C:24]1[N:29]=[N:28][C:27]([N:30]([CH3:41])[CH:31]2[CH2:36][C:35]([CH3:38])([CH3:37])[NH:34][C:33]([CH3:40])([CH3:39])[CH2:32]2)=[CH:26][CH:25]=1>>[CH2:1]([O:8][C:9]1[CH:14]=[CH:13][C:12]([C:24]2[N:29]=[N:28][C:27]([N:30]([CH3:41])[CH:31]3[CH2:36][C:35]([CH3:37])([CH3:38])[NH:34][C:33]([CH3:40])([CH3:39])[CH2:32]3)=[CH:26][CH:25]=2)=[C:11]([O:18][C:19]([F:22])([F:21])[F:20])[CH:10]=1)[C:2]1[CH:7]=[CH:6][CH:5]=[CH:4][CH:3]=1. Reported procedure: (4-(Benzyloxy)-2-(trifluoromethoxy)phenyl)boronic acid (1.2 g, 61% pure, 2.307 mmol) and Intermediate 1-1 (246 mg, 0.871 mmol) were reacted according to GENERAL METHOD 1-5 for Suzuki coupling. Compound 6-(4-(benzyloxy)-2-(trifluoromethoxy)phenyl)-N-methyl-N-(2,2,6,6-tetramethylpiperidin-4-yl)pyridazin-3-amine was obtained as a beige solid (405 mg, 90% yield) after flash column chromatography purification. MS (M+1)=515.5.